This data is from the Open Reaction Database (ORD), a public repository of structured organic reaction records. The task is: describe an organic reaction: reactants, conditions, products, and yield The reactants are C(O)([O-])=O.[Na+] (sodium hydrogen carbonate), COC1=C(C(=C(C(=C1C)C)OC)C)C(CCCC(=O)O)C=1C=NC=CC1 (5-(2,5-dimethoxy-3,4,6-trimethylphenyl)-5-(3-pyridyl)pentanoic acid), [N+](=O)([O-])[O-].[NH4+].[Ce] (cerium ammonium nitrate). Run in C(C)#N.O (acetonitrile water), C(C)#N.O (acetonitrile water). Yields the product CC1=C(C(C(=C(C1=O)C)C)=O)C(CCCC(=O)O)C=1C=NC=CC1 (5-(3,5,6-trimethyl-1,4-benzoquinon-2-yl)-5-(3-pyridyl)pentanoic acid). Yield: 54.5%. Reaction SMILES: C[O:2][C:3]1[C:8]([CH3:9])=[C:7]([CH3:10])[C:6]([O:11]C)=[C:5]([CH3:13])[C:4]=1[CH:14]([C:21]1[CH:22]=[N:23][CH:24]=[CH:25][CH:26]=1)[CH2:15][CH2:16][CH2:17][C:18]([OH:20])=[O:19].[N+]([O-])([O-])=O.[NH4+].[Ce].C(=O)([O-])O.[Na+]>C(#N)C.O>[CH3:13][C:5]1[C:6](=[O:11])[C:7]([CH3:10])=[C:8]([CH3:9])[C:3](=[O:2])[C:4]=1[CH:14]([C:21]1[CH:22]=[N:23][CH:24]=[CH:25][CH:26]=1)[CH2:15][CH2:16][CH2:17][C:18]([OH:20])=[O:19] |f:1.2.3,4.5,6.7|. Reported procedure: The solution of 400 mg (1.12 mmol) of 5-(2,5-dimethoxy-3,4,6-trimethylphenyl)-5-(3-pyridyl)pentanoic acid in 8 ml of acetonitrile-water (1:1) was cooled to 0° C., to which the solutioin of 1.55 g (2.82 mmol) of cerium ammonium nitrate in 6 ml of acetonitrile-water (1:1) was added with stirring. The reaction mixture was stirred for 30 minutes, neutralized with sodium hydrogen carbonate, and extracted with ethyl acetate. The extract was washed with water and dried, and the solvent was evaporated o...